From a dataset of the Open Reaction Database (ORD), a public repository of structured organic reaction records. describe an organic reaction: reactants, conditions, products, and yield Reactants: [Na] (sodium), N1C=CC2=CC=CC=C12 (indole), C(C)(C)(C)OC(=O)N1CCC(CC1)=O (N-t-butoxycarbonyl-4-piperidone), N1C=CC2=CC=CC=C12 (indole). The solvent is CO (methanol). Run at temperature 65 celsius. The product is C(C)(C)(C)OC(=O)N1CC=C(CC1)C1=CNC2=CC=CC=C12 (3-(N-t-butoxycarbonyl-1,2,5,6-tetrahydropyrid-4-yl)-1H-indole). RXN SMILES: [Na].[NH:2]1[C:10]2[C:5](=[CH:6][CH:7]=[CH:8][CH:9]=2)[CH:4]=[CH:3]1.[C:11]([O:15][C:16]([N:18]1[CH2:23][CH2:22][C:21](=O)[CH2:20][CH2:19]1)=[O:17])([CH3:14])([CH3:13])[CH3:12]>CO>[C:11]([O:15][C:16]([N:18]1[CH2:23][CH2:22][C:21]([C:4]2[C:5]3[C:10](=[CH:9][CH:8]=[CH:7][CH:6]=3)[NH:2][CH:3]=2)=[CH:20][CH2:19]1)=[O:17])([CH3:14])([CH3:12])[CH3:13] |^1:0|. Procedure: To a stirred solution of sodium (2.51 g, 105 mmol, 7 eq) in absolute methanol (50 mL) was added the indole (15.0 mmol) and N-t-butoxycarbonyl-4-piperidone (8.96 g, 45.0 mmol 3.0 eq). The resulting reaction solution was heated at reflux (65° C.) under nitrogen for 3-24 hours, depending on the indole used. The resulting reaction solution was evaporated under reduced pressure, and the residue was partitioned between a saturated solution of sodium hydrogen carbonate (50 mL) and ethyl acetate (50 mL)...